The task is: describe an organic reaction: reactants, conditions, products, and yield. This data is from the Open Reaction Database (ORD), a public repository of structured organic reaction records. Reactants: N1C=C(C=2C1=NC=CC2)C=C2C(C(=C(O2)NCC=2SC=CC2)C(=O)OCC)=O (Ethyl 5-[(1H-pyrrolo[2,3-b]pyridin-3-yl)methylene]-4-oxo-2-[(2-thienylmethyl)amino]-4,5-dihydrofuran-3-carboxylate). The solvent is CN(C=O)C (N,N-dimethylformamide), C(Cl)(Cl)Cl (chloroform). Yields the product N1C=C(C=2C1=NC=CC2)C=C2OC(=CC2=O)NCC=2SC=CC2 (2-[(1H-Pyrrolo[2,3-b]pyridin-3-yl)methylene]-5-[(2-thienylmethyl)amino]furan-3(2H)-one). Yield: 22.6%. RXN SMILES: [NH:1]1[C:5]2=[N:6][CH:7]=[CH:8][CH:9]=[C:4]2[C:3]([CH:10]=[C:11]2[O:15][C:14]([NH:16][CH2:17][C:18]3[S:19][CH:20]=[CH:21][CH:22]=3)=[C:13](C(OCC)=O)[C:12]2=[O:28])=[CH:2]1>CN(C)C=O.C(Cl)(Cl)Cl>[NH:1]1[C:5]2=[N:6][CH:7]=[CH:8][CH:9]=[C:4]2[C:3]([CH:10]=[C:11]2[C:12](=[O:28])[CH:13]=[C:14]([NH:16][CH2:17][C:18]3[S:19][CH:20]=[CH:21][CH:22]=3)[O:15]2)=[CH:2]1. Reported procedure: A solution of the compound (0.10 g, 0.26 mmol) of Example 60 in N,N-dimethylformamide (0.80 mL) was refluxed for 16 h. Cooled to ambient temperature, the reaction mixture was diluted with chloroform and the precipitate was collected by filtration. The solid was washed with chloroform/methanol (10/1) and hexane then dried to afford the titled compound as solid (0.019 g, y. 22%). Reactants: CCOC(=O)C (EtOAc), BrC1=C(C=CC(=C1)S(=O)(=O)C)O (2-bromo-4-(methylsulfonyl)phenol), C(=O)([O-])[O-].[K+].[K+] (K2CO3), CI (CH3I). The solvent is O (water), CN(C)C=O (DMF). Conditions: time 8 hour. The product is BrC1=C(C=CC(=C1)S(=O)(=O)C)OC (2-Bromo-1-methoxy-4-(methylsulfonyl)benzene). Isolated yield 65.5%. RXN SMILES: [Br:1][C:2]1[CH:7]=[C:6]([S:8]([CH3:11])(=[O:10])=[O:9])[CH:5]=[CH:4][C:3]=1[OH:12].[C:13]([O-])([O-])=O.[K+].[K+].CI.CCOC(C)=O>CN(C=O)C.O>[Br:1][C:2]1[CH:7]=[C:6]([S:8]([CH3:11])(=[O:9])=[O:10])[CH:5]=[CH:4][C:3]=1[O:12][CH3:13] |f:1.2.3|. Reported procedure: To a solution of 2-bromo-4-(methylsulfonyl)phenol (243 mg, 0.968 mmol) and K2CO3 (201 mg, 1.45 mmol) in DMF (2 mL) was added CH3I (0.0660 mL, 1.06 mmol). The reaction was stirred at room temperature for overnight, diluted reaction with EtOAc (10 mL) and water (10 mL). The organic layer was separated, and the aqueous layer extracted again with EtOAc (15 mL). The combined organic layers were washed with brine, dried over sodium sulfate, filtered, concentrated, and purified with a silica gel column... Reactants: C(C)OC(C[C@H](NCCNCCCC1=NC=2NCCCC2C=C1)C1=CC2=C(CCO2)C=C1)=O (3(S)-(2 3-Dihydro-benzofuran-6-yl)-3-{2-[3-(5,6,7,8-tetrahydro- [1,8]naphthyridin-2-yl)-propylamino]-ethylamino}-propionic acid ethyl ester), C(=O)([O-])[O-].[K+].[K+] (K2CO3), C(=O)(Cl)Cl (phosgene). Solvent: C(Cl)Cl (CH2Cl2). Run at time 30 minute. Yields the product C(C)OC(C[C@H](N1C(N(CC1)CCCC1=NC=2NCCCC2C=C1)=O)C1=CC2=C(CCO2)C=C1)=O (3(S)-(2,3-Dihydro-benzofuran-6-yl)-3-{2-oxo-3-[3-(5,6,7,8-tetrahydro- [1,8]naphthyridin-2-yl-)-propyl]-imidazolidin-1-yl}-propionic acid ethyl ester). RXN SMILES: [CH2:1]([O:3][C:4](=[O:33])[CH2:5][C@@H:6]([C:24]1[CH:32]=[CH:31][C:27]2[CH2:28][CH2:29][O:30][C:26]=2[CH:25]=1)[NH:7][CH2:8][CH2:9][NH:10][CH2:11][CH2:12][CH2:13][C:14]1[CH:23]=[CH:22][C:21]2[CH2:20][CH2:19][CH2:18][NH:17][C:16]=2[N:15]=1)[CH3:2].[C:34]([O-])([O-])=[O:35].[K+].[K+].C(Cl)(Cl)=O>C(Cl)Cl>[CH2:1]([O:3][C:4](=[O:33])[CH2:5][C@@H:6]([C:24]1[CH:32]=[CH:31][C:27]2[CH2:28][CH2:29][O:30][C:26]=2[CH:25]=1)[N:7]1[CH2:8][CH2:9][N:10]([CH2:11][CH2:12][CH2:13][C:14]2[CH:23]=[CH:22][C:21]3[CH2:20][CH2:19][CH2:18][NH:17][C:16]=3[N:15]=2)[C:34]1=[O:35])[CH3:2] |f:1.2.3|. Procedure details: To a stirred mixture of 2-11 (11.8 mmol), CH2Cl2 (3 mL) and 20% K2CO3 was added phosgene (1.93 M toluene, 6.7 ml, 13.0 mmol) dropwise over 20 minutes. After stirring for 30 minutes, the organic layer was separated and dried over MgSO4. Following evaporative removal of the solvent, the residue was chromatographed (silica gel, 5-10% methanol/ethyl acetate) to give 2-12 as a yellow oil. TLC Rf =0.25 (silica, 70:20:10 chloroform/ethyl acetate/methanol) 1H NMR (300 MHz, CDCl3) δ 7.12 (d, J=7.6 Hz, 1H... Reactants: BrC1=CC2=C(C(C=3NC4=CC(=CC=C4C3C2=O)C#N)(C)C)C=C1OC (9-bromo-8-methoxy-6,6-dimethyl-11-oxo-6,11-dihydro-5H-benzo[b]carbazole-3-carbonitrile), C(C)(C)(C)OC(=O)N1CCC(=CC1)B1OC(C(O1)(C)C)(C)C (4-(4,4,5,5-tetramethyl-[1,3,2]dioxaborolan-2-yl)-3,6-dihydro-2H-pyridine-1-carboxylic acid tert-butyl ester), C([O-])([O-])=O.[Na+].[Na+] (sodium carbonate), COCCOC (DME). The reagents and catalysts are Cl[Pd]([P](C1=CC=CC=C1)(C2=CC=CC=C2)C3=CC=CC=C3)([P](C4=CC=CC=C4)(C5=CC=CC=C5)C6=CC=CC=C6)Cl (Pd(PPh3)2Cl2), Cl[Pd]([P](C1=CC=CC=C1)(C2=CC=CC=C2)C3=CC=CC=C3)([P](C4=CC=CC=C4)(C5=CC=CC=C5)C6=CC=CC=C6)Cl (Pd(PPh3)2Cl2). Run in O (water), C(C)(=O)OCC (ethyl acetate), O (water). Reaction conditions: temperature 80 celsius, time 80 minute. Yields the product C(C)(C)(C)OC(=O)N1CCC(=CC1)C1=CC2=C(C(C=3NC4=CC(=CC=C4C3C2=O)C#N)(C)C)C=C1OC (4-(3-Cyano-8-methoxy-6,6-dimethyl-11-oxo-6,11-dihydro-5H-benzo[b]carbazol-9-yl)-3,6-dihydro-2H-pyridine-1-carboxylic acid tert-butyl ester), crude product. As a reaction SMILES: Br[C:2]1[C:23]([O:24][CH3:25])=[CH:22][C:5]2[C:6]([CH3:21])([CH3:20])[C:7]3[NH:8][C:9]4[C:14]([C:15]=3[C:16](=[O:17])[C:4]=2[CH:3]=1)=[CH:13][CH:12]=[C:11]([C:18]#[N:19])[CH:10]=4.[C:26]([O:30][C:31]([N:33]1[CH2:38][CH:37]=[C:36](B2OC(C)(C)C(C)(C)O2)[CH2:35][CH2:34]1)=[O:32])([CH3:29])([CH3:28])[CH3:27].C(=O)([O-])[O-].[Na+].[Na+].COCCOC>Cl[Pd](Cl)([P](C1C=CC=CC=1)(C1C=CC=CC=1)C1C=CC=CC=1)[P](C1C=CC=CC=1)(C1C=CC=CC=1)C1C=CC=CC=1.C(OCC)(=O)C.O>[C:26]([O:30][C:31]([N:33]1[CH2:34][CH:35]=[C:36]([C:2]2[C:23]([O:24][CH3:25])=[CH:22][C:5]3[C:6]([CH3:21])([CH3:20])[C:7]4[NH:8][C:9]5[C:14]([C:15]=4[C:16](=[O:17])[C:4]=3[CH:3]=2)=[CH:13][CH:12]=[C:11]([C:18]#[N:19])[CH:10]=5)[CH2:37][CH2:38]1)=[O:32])([CH3:29])([CH3:27])[CH3:28] |f:2.3.4,^1:62,81|. Procedure details: To 9-bromo-8-methoxy-6,6-dimethyl-11-oxo-6,11-dihydro-5H-benzo[b]carbazole-3-carbonitrile (Compound E3-1-1, 300 mg, 0.759 mmol), 4-(4,4,5,5-tetramethyl-[1,3,2]dioxaborolan-2-yl)-3,6-dihydro-2H-pyridine-1-carboxylic acid tert-butyl ester (282 mg, 0.911 mmol, 1.2 eq.), Pd(PPh3)2Cl2 (26.6 mg, 0.0379 mmol, 0.05 eq.) and sodium carbonate (241 mg, 2.28 mmol, 3.0 eq.), DME (5 ml) and water (1 ml) were added. The mixture was subjected to reduced pressure under ultrasonication treatment, followed by flus... Starting materials: C(C#C)C(C(/C=C/C=1C=C(OC)C(=CC1)O)=O)C(=O)\C=C\C1=CC=C(O)C(OC)=C1 (Mono-Propargyl Curcumin), N(=[N+]=[N-])CCOCCOCCO (2-(2-(2-azidoethoxy)ethoxy)ethanol), O=C1C(O)=C([O-])[C@H](O1)[C@@H](O)CO.[Na+] (sodium ascorbate). The reagents and catalysts are CC(=O)[O-].CC(=O)[O-].[Cu+2] (Cu(OAc)2). Solvent: CC(C)(C)O (tBuOH), C(Cl)(Cl)Cl (CHCl3), O (H2O). Run at time 8 hour. The product is COC1=CC(=CC=C1O)\C=C\C(=O)CC(=O)\C=C\C1=CC=C(O)C(OC)=C1.C=C1N=NN(C1)CCOCCOCCO (Mono-2-(2-(2-(4-(methylene)-1H-1,2,3-triazol-1-yl)ethoxy)ethoxy)ethanol-curcumin). The yield is 26.0%. As a reaction SMILES: C([CH:4]([C:18](/[CH:20]=[CH:21]/[C:22]1[CH:30]=[C:27]([O:28][CH3:29])[C:25]([OH:26])=[CH:24][CH:23]=1)=[O:19])[C:5](=[O:17])/[CH:6]=[CH:7]/[C:8]1[CH:9]=[C:10]([C:13]([OH:16])=[CH:14][CH:15]=1)[O:11][CH3:12])C#C.[N:31]([CH2:34][CH2:35][O:36][CH2:37][CH2:38][O:39][CH2:40][CH2:41][OH:42])=[N+:32]=[N-:33].O=[C:44]1O[C@H]([C@H](CO)O)[C:47]([O-])=[C:45]1O.[Na+]>CC(O)(C)C.C(Cl)(Cl)Cl.O.CC([O-])=O.CC([O-])=O.[Cu+2]>[CH3:29][O:28][C:27]1[C:25]([OH:26])=[CH:24][CH:23]=[C:22](/[CH:21]=[CH:20]/[C:18]([CH2:4][C:5](/[CH:6]=[CH:7]/[C:8]2[CH:9]=[C:10]([O:11][CH3:12])[C:13]([OH:16])=[CH:14][CH:15]=2)=[O:17])=[O:19])[CH:30]=1.[CH2:44]=[C:45]1[CH2:47][N:31]([CH2:34][CH2:35][O:36][CH2:37][CH2:38][O:39][CH2:40][CH2:41][OH:42])[N:32]=[N:33]1 |f:2.3,7.8.9,10.11|. Reported procedure: To a stirred solution of Mono-Propargyl Curcumin 5 (63 mg, 0.16 mmol) and 2-(2-(2-azidoethoxy)ethoxy)ethanol (46 mg, 0.26 mmol) in tBuOH (1.1 mL) and CHCl3 (0.3 mL) was added a prepared solution of Cu(OAc)2 (8 mg, 0.03 mmol) and sodium ascorbate (13 mg, 0.07 mmol) in H2O (1.3 mL). After vigorous stirring overnight the solvent was removed under vacuum. The mixture was dissolved in CHCl3, washed with H2O and the organic phase was separated, dried over Na2SO4 and evaporated. Purification was perfor... Starting materials: FC(C=1C=C(OC2=NC=NC3=C(C=CC=C23)N)C=CC1)(F)F (4-(3-(trifluoromethyl)phenoxy)quinazolin-8-amine), CCN(C(C)C)C(C)C (DIPEA), ClC1=CC=C(C(=C1C(=O)O)F)CNC(C(CO)(C)C)=O (6-chloro-2-fluoro-3-((3-hydroxy-2,2-dimethylpropanamido)methyl)benzoic acid), C(C(=O)Cl)(=O)Cl (oxalyl chloride). The reagents and catalysts are CN(C)C=O (DMF). The solvent is C(Cl)Cl (CH2Cl2). Product: ClC1=CC=C(C(=C1C(=O)NC=1C=CC=C2C(=NC=NC12)OC1=CC(=CC=C1)C(F)(F)F)F)CNC(C(CO)(C)C)=O (6-Chloro-2-fluoro-3-((3-hydroxy-2,2-dimethylpropanamido)methyl)-N-(4-(3-(trifluoromethyl)phenoxy)quinazolin-8-yl)benzamide). The yield is 2.6%. As a reaction SMILES: [F:1][C:2]([F:22])([F:21])[C:3]1[CH:4]=[C:5]([CH:18]=[CH:19][CH:20]=1)[O:6][C:7]1[C:16]2[C:11](=[C:12]([NH2:17])[CH:13]=[CH:14][CH:15]=2)[N:10]=[CH:9][N:8]=1.[Cl:23][C:24]1[C:29]([C:30](O)=[O:31])=[C:28]([F:33])[C:27]([CH2:34][NH:35][C:36](=[O:42])[C:37]([CH3:41])([CH3:40])[CH2:38][OH:39])=[CH:26][CH:25]=1.C(Cl)(=O)C(Cl)=O.CCN(C(C)C)C(C)C>CN(C=O)C.C(Cl)Cl>[Cl:23][C:24]1[C:29]([C:30]([NH:17][C:12]2[CH:13]=[CH:14][CH:15]=[C:16]3[C:11]=2[N:10]=[CH:9][N:8]=[C:7]3[O:6][C:5]2[CH:18]=[CH:19][CH:20]=[C:3]([C:2]([F:1])([F:21])[F:22])[CH:4]=2)=[O:31])=[C:28]([F:33])[C:27]([CH2:34][NH:35][C:36](=[O:42])[C:37]([CH3:40])([CH3:41])[CH2:38][OH:39])=[CH:26][CH:25]=1. Reported procedure: The title compound was prepared following the procedure described in Example-1 using 4-(3-(trifluoromethyl)phenoxy)quinazolin-8-amine (Intermediate-8, 200 mg, 0.655 mmol), 6-chloro-2-fluoro-3-((3-hydroxy-2,2-dimethylpropanamido)methyl)benzoic acid (Intermediate-59, 237 mg, 0.78 mmol), oxalyl chloride (166 mg, 1.32 mmol), DMF (1 drop) and DIPEA (253 mg, 1.96 mmol) in CH2Cl2 (3 mL) to afford 10 mg of the title product. 1H NMR (300 MHz, DMSO-d6): δ 10.94 (s, 1H), 8.88 (d, 1H), 8.77 (s, 1H), 8.14 (m...